Dataset: the Open Reaction Database (ORD), a public repository of structured organic reaction records. Task: describe an organic reaction: reactants, conditions, products, and yield Reactants: S(=O)([O-])[O-].[Na+].[Na+] (sodium sulfite), ClC1=C(C(=O)O)C=CC(C1)(S(=O)(=O)Cl)Cl (2,4-dichloro-4-chlorosulfonylbenzoic acid), [OH-].[Na+] (sodium hydroxide). Solvent: O (water). Product: ClC1=C(C=C(C(=C1)Cl)C(=O)O)S(=O)O (2,4-dichloro-5-carboxybenzenesulfinic acid). Reaction SMILES: [S:1]([O-:4])([O-])=[O:2].[Na+].[Na+].[Cl:7][C:8]1[CH2:16][C:15]([Cl:21])(S(Cl)(=O)=O)[CH:14]=[CH:13][C:9]=1[C:10]([OH:12])=[O:11].[OH-].[Na+]>O>[Cl:21][C:15]1[CH:16]=[C:8]([Cl:7])[C:9]([C:10]([OH:12])=[O:11])=[CH:13][C:14]=1[S:1]([OH:4])=[O:2] |f:0.1.2,4.5|. Reported procedure: This compound is prepared following substantially the same procedure described in Example 1, Step A, using the following substances:sodium sulfite 75 g.water 200 ml.2,4-dichloro-4-chlorosulfonylbenzoic acid 58 g.10N sodium hydroxide 50 ml. Reactants: OC1=C2C=CNC2=CC=C1 (4-Hydroxyindole), C(=O)([O-])[O-].[K+].[K+] (K2CO3), C(CCCCCCCC)Br (n-nonylbromide). The solvent is C(C)#N (acetonitrile). Conditions: temperature 25 celsius, time 10 minute. The product is C(CCCCCCCC)OC1=C2C=CNC2=CC=C1 (4-nonyloxyindole). The yield is 86.8%. Reaction SMILES: [OH:1][C:2]1[CH:10]=[CH:9][CH:8]=[C:7]2[C:3]=1[CH:4]=[CH:5][NH:6]2.C([O-])([O-])=O.[K+].[K+].[CH2:17](Br)[CH2:18][CH2:19][CH2:20][CH2:21][CH2:22][CH2:23][CH2:24][CH3:25]>C(#N)C>[CH2:17]([O:1][C:2]1[CH:10]=[CH:9][CH:8]=[C:7]2[C:3]=1[CH:4]=[CH:5][NH:6]2)[CH2:18][CH2:19][CH2:20][CH2:21][CH2:22][CH2:23][CH2:24][CH3:25] |f:1.2.3|. Procedure: 4-Hydroxyindole (500 mg, 3.76 mmol), K2CO3 (1.04 g, 7.51 mmol), and n-nonylbromide (817 mg, 3.94 mmol) was dissolved in acetonitrile (10 mL) and stirred at 25° C. for 10 min in a 250 mL round bottom flask. The reaction mixture was refluxed for 24 h and cooled to 25° C. The reaction mixture filtered to remove insoluble impurities and solvent evaporated under reduced pressure. The residue was purified by flash chromatography eluting with 100% hexanes and 30% EtOAc/hexanes to afford 4-nonyloxyindol... Starting materials: ON=C(C#N)C1=CC=CC=C1 (2-hydroxyimino-2-phenylacetonitrile), CN(C1=CC=CC=C1)C (dimethylaniline), ClC(=O)OC(Cl)(Cl)Cl (trichloromethyl chloroformate), resultant mixture, ClC(=O)ON=C(C#N)C1=CC=CC=C1 (2-chlorocarbonyloxyimino-2-phenylacetonitrile), 2(F). The solvent is CC(=O)C (acetone), C1=CC=CC=C1 (benzene), C1=CC=CC=C1 (benzene), C1=CC=CC=C1 (benzene), N1=CC=CC=C1 (pyridine), C(C)(C)(C)O (tert-butyl alcohol). Conditions: time 6 hour. The product is C(C)(C)(C)OC(=O)ON=C(C#N)C1=CC=CC=C1 (2-tert-butoxycarbonyloxyimino-2-phenylacetonitrile). Reaction SMILES: [OH:1][N:2]=[C:3]([C:6]1[CH:11]=[CH:10][CH:9]=[CH:8][CH:7]=1)[C:4]#[N:5].CN(C)C1C=CC=CC=1.Cl[C:22]([O:24]C(Cl)(Cl)Cl)=[O:23].ClC(ON=[C:34]([C:37]1[CH:42]=CC=C[CH:38]=1)C#N)=O>CC(C)=O.C1C=CC=CC=1.N1C=CC=CC=1.C(O)(C)(C)C>[C:37]([O:24][C:22]([O:1][N:2]=[C:3]([C:6]1[CH:11]=[CH:10][CH:9]=[CH:8][CH:7]=1)[C:4]#[N:5])=[O:23])([CH3:34])([CH3:38])[CH3:42]. Reported procedure: A solution of 2-hydroxyimino-2-phenylacetonitrile (14.6 g.) and dimethylaniline (13.2 g.) in a mixture of acetone (5 ml.) and benzene (80 ml.) was dropwise added to a solution of trichloromethyl chloroformate (phosgene dimer) (6.7 ml.) in benzene (30 ml.) under ice-cooling. The mixture was stirred for 6 hours at the same temperature and allowed to stand overnight. To the resultant mixture containing 2-chlorocarbonyloxyimino-2-phenylacetonitrile was dropwise added a mixture of tert-butyl alcohol ... The reactants are C(C)OC(=O)C=1N=C2N(C=C(N=C2)C(F)(F)F)C1 (6-(trifluoromethyl)imidazo[1,2-a]pyrazine-2-carboxylic acid ethyl ester), O.[OH-].[Li+] (lithium hydroxide monohydrate). The solvent is O1CCCC1 (tetrahydrofuran), O (water). Run at time 1 hour. The product is FC(C=1N=CC=2N(C1)C=C(N2)C(=O)O)(F)F (6-(trifluoromethyl)imidazo[1,2-a]pyrazine-2-carboxylic acid). Reaction SMILES: C([O:3][C:4]([C:6]1[N:7]=[C:8]2[CH:13]=[N:12][C:11]([C:14]([F:17])([F:16])[F:15])=[CH:10][N:9]2[CH:18]=1)=[O:5])C.O.[OH-].[Li+]>O1CCCC1.O>[F:17][C:14]([F:15])([F:16])[C:11]1[N:12]=[CH:13][C:8]2[N:9]([CH:18]=[C:6]([C:4]([OH:5])=[O:3])[N:7]=2)[CH:10]=1 |f:1.2.3|. Procedure: The product of Step A was dissolved in tetrahydrofuran (10 mL) and a solution of lithium hydroxide monohydrate (97 mg, 8.3 mmol) in water (5 mL) was added. The reaction mixture was stirred at room temperature for one hour, after which time the tetrahydrofuran was removed on a rotary evaporator under reduced pressure, and water was added (5 mL), followed by the addition of 1 N HCl (5 mL). The resulting suspension was filtered through a glass-fritted filter funnel, and the isolated solid was washe... Starting materials: CC(=O)OC(C)=O, CC(C)N1CCC(Oc2ccc3c(c2)cc2n3C(C)CNC2=O)CC1, [H-], [Na+]. Product: CC(=O)N1CC(C)n2c(cc3cc(OC4CCN(C(C)C)CC4)ccc32)C1=O. Reaction SMILES: [CH3:28][C:29](=[O:30])[O:31][C:32](=[O:33])[CH3:34].[CH:1]([CH3:2])([CH3:3])[N:4]1[CH2:5][CH2:6][CH:7]([O:10][c:11]2[cH:12][c:13]3[cH:14][c:15]4[n:16]([c:17]3[cH:18][cH:19]2)[CH:20]([CH3:25])[CH2:21][NH:22][C:23]4=[O:24])[CH2:8][CH2:9]1.[H-:26].[Na+:27]>>[CH:1]([CH3:2])([CH3:3])[N:4]1[CH2:5][CH2:6][CH:7]([O:10][c:11]2[cH:12][c:13]3[cH:14][c:15]4[n:16]([c:17]3[cH:18][cH:19]2)[CH:20]([CH3:25])[CH2:21][N:22]([C:29]([CH3:28])=[O:30])[C:23]4=[O:24])[CH2:8][CH2:9]1.